This data is from the Open Reaction Database (ORD), a public repository of structured organic reaction records. The task is: describe an organic reaction: reactants, conditions, products, and yield Starting materials: O=C1c2ccccc2C(=O)N1C1CCCNC1, CN=C=O, c1ccccc1. Product: CNC(=O)N1CCCC(N2C(=O)c3ccccc3C2=O)C1. As a reaction SMILES: [C:1]1(=[O:17])[c:2]2[c:3]([cH:13][cH:14][cH:15][cH:16]2)[C:4](=[O:12])[N:5]1[CH:6]1[CH2:7][NH:8][CH2:9][CH2:10][CH2:11]1.[CH3:18][N:19]=[C:20]=[O:21].[cH:22]1[cH:23][cH:24][cH:25][cH:26][cH:27]1>>[C:1]1(=[O:17])[c:2]2[c:3]([cH:13][cH:14][cH:15][cH:16]2)[C:4](=[O:12])[N:5]1[CH:6]1[CH2:7][N:8]([C:20]([NH:19][CH3:18])=[O:21])[CH2:9][CH2:10][CH2:11]1. The reactants are C(C)(C)(C)O[C@H](C(=O)OC)C1=C2N3CCC(OCCCC[C@@H](OC=4C=CC(=C(C4C4=CC=CC(C5=CN2C(C(=C1C)C=O)=N5)=C4)F)F)C)(CC3)C (Methyl(2S)-2-(tert-butoxy)-2-[(22S)-16,17-difluoro-5-formyl-4,22,28-trimethyl-21,27-dioxa-1,7,34-triazahexacyclo[26.2.2.16,9.110,14.02,7.015,20]tetratriaconta-2,4,6(34),8,10(33),11,13,15(20),16,18-decaen-3-yl]acetate), CN1C(CCCC1)CO ((1-methylpiperidin-2-yl)methanol), C[Zn]C (dimethyl zinc). The solvent is C1(=CC=CC=C1)C (toluene). Run at time 1 hour. Yields the product C(C)(C)(C)O[C@H](C(=O)OC)C1=C2N3CCC(OCCCC[C@@H](OC=4C=CC(=C(C4C4=CC=CC(C5=CN2C(C(=C1C)C(C)O)=N5)=C4)F)F)C)(CC3)C (Methyl(2S)-2-(tert-butoxy)-2-[(22S)-16,17-difluoro-5-(1-hydroxyethyl)-4,22,28-trimethyl-21,27-dioxa-1,7,34-triazahexacyclo[26.2.2.16,9.110,14.02,7.015,20]tetratriaconta-2,4,6(34),8,10(33),11,13,15(20),16,18-decaen-3-yl]acetate). RXN SMILES: [C:1]([O:5][C@@H:6]([C:11]1[C:40]([CH3:41])=[C:39]([CH:42]=[O:43])[C:38]2=[N:44][C:35]3=[CH:36][N:37]2[C:12]=1[N:13]1[CH2:50][CH2:49][C:16]([CH3:51])([O:17][CH2:18][CH2:19][CH2:20][CH2:21][C@H:22]([CH3:48])[O:23][C:24]2[CH:25]=[CH:26][C:27]([F:47])=[C:28]([F:46])[C:29]=2[C:30]2[CH:45]=[C:34]3[CH:33]=[CH:32][CH:31]=2)[CH2:15][CH2:14]1)[C:7]([O:9][CH3:10])=[O:8])([CH3:4])([CH3:3])[CH3:2].[CH3:52]N1CCCCC1CO.C[Zn]C>C1(C)C=CC=CC=1>[C:1]([O:5][C@@H:6]([C:11]1[C:40]([CH3:41])=[C:39]([CH:42]([OH:43])[CH3:52])[C:38]2=[N:44][C:35]3=[CH:36][N:37]2[C:12]=1[N:13]1[CH2:14][CH2:15][C:16]([CH3:51])([O:17][CH2:18][CH2:19][CH2:20][CH2:21][C@H:22]([CH3:48])[O:23][C:24]2[CH:25]=[CH:26][C:27]([F:47])=[C:28]([F:46])[C:29]=2[C:30]2[CH:45]=[C:34]3[CH:33]=[CH:32][CH:31]=2)[CH2:49][CH2:50]1)[C:7]([O:9][CH3:10])=[O:8])([CH3:4])([CH3:2])[CH3:3]. Procedure: Methyl(2S)-2-(tert-butoxy)-2-[(22S)-16,17-difluoro-5-formyl-4,22,28-trimethyl-21,27-dioxa-1,7,34-triazahexacyclo[26.2.2.16,9.110,14.02,7.015,20]tetratriaconta-2,4,6(34),8,10(33),11,13,15(20),16,18-decaen-3-yl]acetate (0.017 g, 0.024 mmol, 1.0 equiv) and (1-methylpiperidin-2-yl)methanol (3.12 mg, 0.024 mmol, 1.0 equiv) were mixed in 1 mL toluene and concentrated to remove water. Then the mixture was re-dissolved in toluene (1.2 mL). To this solution was added 1 M dimethyl zinc (0.097 mL, 4.0 equi... Reactants: BrC1=C(C=CC=C1)C (o-bromotoluene), C(C)(=O)O (acetic acid). The reagents and catalysts are [Br-].[Na+] (sodium bromide), C(C)(=O)[O-].[Na+] (sodium acetate), O.O.O.O.C(C)(=O)[O-].[Co+2].C(C)(=O)[O-] (cobalt acetate tetrahydrate). Run in O (water). The product is BrC1=C(C(=O)O)C=CC=C1 (o-bromobenzoic acid). Yield: 61.5%. RXN SMILES: [Br:1][C:2]1C=[CH:6][CH:5]=[CH:4][C:3]=1C.[C:9]([OH:12])(=[O:11])[CH3:10]>O.O.O.O.C([O-])(=O)C.[Co+2].C([O-])(=O)C.[Br-].[Na+].C([O-])(=O)C.[Na+].O>[Br:1][C:2]1[CH:3]=[CH:4][CH:5]=[CH:6][C:10]=1[C:9]([OH:12])=[O:11] |f:2.3.4.5.6.7.8,9.10,11.12|. Procedure details: The test described in Example 1 was repeated using 300 g of o-bromotoluene, 660 g of acetic acid, 60 g of water, 6 g of cobalt acetate tetrahydrate, 5 g of sodium bromide and 5 g of sodium acetate. After a reaction time of 155 minutes, 217 g of o-bromobenzoic acid was obtained (61.6% of the theory).